Dataset: the Open Reaction Database (ORD), a public repository of structured organic reaction records. Task: describe an organic reaction: reactants, conditions, products, and yield Starting materials: CC(C)(C)OC(=O)NC1(c2ccc(-c3c(-c4ccccc4)oc4c(ccc5cnn(CC#N)c54)c3=O)cc2)CCC1, CO. Product: N#CCn1ncc2ccc3c(=O)c(-c4ccc(C5(N)CCC5)cc4)c(-c4ccccc4)oc3c21. RXN SMILES: [C:1](#[N:2])[CH2:3][n:4]1[n:5][cH:6][c:7]2[cH:8][cH:9][c:10]3[c:11]([c:12]12)[o:13][c:14](-[c:36]1[cH:37][cH:38][cH:39][cH:40][cH:41]1)[c:15](-[c:18]1[cH:19][cH:20][c:21]([C:24]2([NH:28][C:29](=[O:30])[O:31][C:32]([CH3:33])([CH3:34])[CH3:35])[CH2:25][CH2:26][CH2:27]2)[cH:22][cH:23]1)[c:16]3=[O:17].[CH3:42][OH:43]>>[C:1](#[N:2])[CH2:3][n:4]1[n:5][cH:6][c:7]2[cH:8][cH:9][c:10]3[c:11]([c:12]12)[o:13][c:14](-[c:36]1[cH:37][cH:38][cH:39][cH:40][cH:41]1)[c:15](-[c:18]1[cH:19][cH:20][c:21]([C:24]2([NH2:28])[CH2:25][CH2:26][CH2:27]2)[cH:22][cH:23]1)[c:16]3=[O:17]. Reactants: CN(C1=CC=C(C#N)C=C1)C(C(C)(C)C)=O (4-(N-methyl-2,2-dimethyl-propionylamino)-benzonitrile). The reagents and catalysts are [Pd] (Pd/C). Solvent: C1CCOC1.C(C)(C)O (THF iso-propanol). Conditions: time 1 hour. Yields the product CN(C1=CC=C(CN)C=C1)C(C(C)(C)C)=O (4-(N-Methyl-2,2-dimethyl-propionylamino)-benzylamine). Isolated yield 74.4%. Reaction SMILES: [CH3:1][N:2]([C:11](=[O:16])[C:12]([CH3:15])([CH3:14])[CH3:13])[C:3]1[CH:10]=[CH:9][C:6]([C:7]#[N:8])=[CH:5][CH:4]=1>C1COCC1.C(O)(C)C.[Pd]>[CH3:1][N:2]([C:11](=[O:16])[C:12]([CH3:14])([CH3:13])[CH3:15])[C:3]1[CH:4]=[CH:5][C:6]([CH2:7][NH2:8])=[CH:9][CH:10]=1 |f:1.2|. Procedure details: Add a solution of 4-(N-methyl-2,2-dimethyl-propionylamino)-benzonitrile (55 mg, 0.25 mmol) in THF/iso-propanol (1:1, 8 mL) to 10% Pd/C (Degussa type E101, 31 mg, 0.15 mmol) under nitrogen. Purge the reaction mixture with nitrogen and then submit to hydrogenation at 50 psi for 1 h. Filter the catalyst through Celite® and wash thoroughly with THF (100 mL) and iso-propanol (100 mL). Concentrate in vacuo and purify the crude mixture by chromatography on silica gel eluting with DCM/2M ammonia in meth... Reactants: CN(C)c1ncc(C2=C(C(=O)OC(c3ccccc3)c3ccccc3)N3C(=O)C(NC(=O)Cc4cccs4)C3SC2)s1, O=CO. Yields the product CN(C)c1ncc(C2=C(C(=O)O)N3C(=O)C(NC(=O)Cc4cccs4)C3SC2)s1. RXN SMILES: [CH:1]([c:2]1[cH:3][cH:4][cH:5][cH:6][cH:7]1)([c:8]1[cH:9][cH:10][cH:11][cH:12][cH:13]1)[O:14][C:15](=[O:16])[C:17]1=[C:24]([c:25]2[cH:26][n:27][c:28]([N:30]([CH3:31])[CH3:32])[s:29]2)[CH2:23][S:22][CH:21]2[N:18]1[C:19](=[O:42])[CH:20]2[NH:33][C:34]([CH2:35][c:36]1[s:37][cH:38][cH:39][cH:40]1)=[O:41].[CH:43]([OH:44])=[O:45]>>[O:14]=[C:15]([OH:16])[C:17]1=[C:24]([c:25]2[cH:26][n:27][c:28]([N:30]([CH3:31])[CH3:32])[s:29]2)[CH2:23][S:22][CH:21]2[N:18]1[C:19](=[O:42])[CH:20]2[NH:33][C:34]([CH2:35][c:36]1[s:37][cH:38][cH:39][cH:40]1)=[O:41].